From a dataset of the Open Reaction Database (ORD), a public repository of structured organic reaction records. describe an organic reaction: reactants, conditions, products, and yield Reactants: CN(Cc1ccccc1)C(=O)c1cccc([N+](=O)[O-])c1, CCOC(C)=O, [Cl-], O, O. Product: CN(Cc1ccccc1)C(=O)c1cccc(N)c1. Reaction SMILES: [CH2:1]([c:2]1[cH:3][cH:4][cH:5][cH:6][cH:7]1)[N:8]([C:9]([c:10]1[cH:11][c:12]([N+:16]([O-:17])=[O:18])[cH:13][cH:14][cH:15]1)=[O:19])[CH3:20].[CH3:24][CH2:25][O:26][C:27](=[O:28])[CH3:29].[Cl-:23].[OH2:21].[OH2:22]>>[CH2:1]([c:2]1[cH:3][cH:4][cH:5][cH:6][cH:7]1)[N:8]([C:9]([c:10]1[cH:11][c:12]([NH2:16])[cH:13][cH:14][cH:15]1)=[O:19])[CH3:20]. Starting materials: ClC1=CC=C(C=C1)C(OCC(=O)OCC)C1=CC=C(C=C1)Cl (ethyl di-(4-chlorophenyl)methyloxyacetate), [OH-].[Na+] (sodium hydroxide), C(C)O (ethanol). Solvent: O (water). Product: ClC1=CC=C(C=C1)C(OCC(=O)O)C1=CC=C(C=C1)Cl (di-(4-chlorophenyl)methyloxyacetic acid). The yield is 64.0%. RXN SMILES: [Cl:1][C:2]1[CH:7]=[CH:6][C:5]([CH:8]([C:16]2[CH:21]=[CH:20][C:19]([Cl:22])=[CH:18][CH:17]=2)[O:9][CH2:10][C:11]([O:13]CC)=[O:12])=[CH:4][CH:3]=1.[OH-].[Na+].C(O)C>O>[Cl:1][C:2]1[CH:7]=[CH:6][C:5]([CH:8]([C:16]2[CH:17]=[CH:18][C:19]([Cl:22])=[CH:20][CH:21]=2)[O:9][CH2:10][C:11]([OH:13])=[O:12])=[CH:4][CH:3]=1 |f:1.2|. Procedure details: A mixture of crude ethyl di-(4-chlorophenyl)methyloxyacetate (9 g.), sodium hydroxide (5 g.), ethanol (150 ml.) and water (5 ml.) was heated under reflux for 16 hours. The mixture was evaporated and the residue was diluted with water (100 ml.) and ether (30 ml.). The ether extracts were discarded and the aqueous phase was acidified to pH 2-3 with 20% v/v hydrochloric acid. The mixture was extracted with ether and the extracts were dried (MgSO4) and evaporated. The residual solid obtained was cry... Reactants: C(=O)(OC(C)(C)C)N1CC(C1)O (N-Boc-azetidin-3-ol), [H-].[Na+] (NaH), [Cl-].ClCC=1SC=C[NH+]1 (2-(Chloromethyl)-1,3-thiazol-3-ium chloride). Reagents/catalysts: O (water). Run in CN(C)C=O (DMF), CN(C)C=O (DMF), CCN(C(C)C)C(C)C (DIPEA). Reaction conditions: temperature 0 celsius, time 0.5 hour. The product is S1C(=NC=C1)COC1CN(C1)C(=O)OC(C)(C)C (tert-Butyl 3-(1,3-thiazol-2-ylmethoxy)azetidine-1-carboxylate). The yield is 47.6%. Reaction SMILES: [C:1]([N:8]1[CH2:11][CH:10]([OH:12])[CH2:9]1)([O:3][C:4]([CH3:7])([CH3:6])[CH3:5])=[O:2].[H-].[Na+].[Cl-].Cl[CH2:17][C:18]1[S:19][CH:20]=[CH:21][NH+:22]=1>CN(C=O)C.CCN(C(C)C)C(C)C.O>[S:19]1[CH:20]=[CH:21][N:22]=[C:18]1[CH2:17][O:12][CH:10]1[CH2:11][N:8]([C:1]([O:3][C:4]([CH3:7])([CH3:6])[CH3:5])=[O:2])[CH2:9]1 |f:1.2,3.4|. Reported procedure: To a solution of N-Boc-azetidin-3-ol (260 mg, 1.5 mmol) in DMF (3.5 mL) at 0° C. under nitrogen was added NaH (60% in oil, 126 mg, 3.15 mmol). The suspension was stirred for 0.5 h at 0° C. then treated with 2-(chloromethyl)-1,3-thiazol-3-ium chloride (510 mg, 3.0 mmol; which may be prepared as described in Step 1) dissolved in DMF (1 mL) and DIPEA (1.05 mL). The mixture was allowed to warm to room temperature then heated to 80° C. overnight. The reaction mixture was cooled, water (20 drops) was ... Reactants: CCCOc1ccccc1S(=O)(=O)N=C=O, ClCCl, CCO, COc1nc(N)nc(OCC(F)(F)F)n1. Product: CCCOc1ccccc1S(=O)(=O)NC(=O)Nc1nc(OC)nc(OCC(F)(F)F)n1. Reaction SMILES: [CH2:16]([CH2:17][CH3:18])[O:19][c:20]1[c:21]([S:26](=[O:27])(=[O:28])[N:29]=[C:30]=[O:31])[cH:22][cH:23][cH:24][cH:25]1.[CH2:35]([Cl:36])[Cl:37].[CH3:32][CH2:33][OH:34].[NH2:1][c:2]1[n:3][c:4]([O:14][CH3:15])[n:5][c:6]([O:8][CH2:9][C:10]([F:11])([F:12])[F:13])[n:7]1>>[NH:1]([c:2]1[n:3][c:4]([O:14][CH3:15])[n:5][c:6]([O:8][CH2:9][C:10]([F:11])([F:12])[F:13])[n:7]1)[C:30]([NH:29][S:26]([c:21]1[c:20]([O:19][CH2:16][CH2:17][CH3:18])[cH:25][cH:24][cH:23][cH:22]1)(=[O:27])=[O:28])=[O:31]. Reactants: OCC1CC1 (hydroxymethylcyclopropane), C1(=CC=CC=C1)P(C1=CC=CC=C1)C1=CC=CC=C1 (triphenylphosphine), N(=NC(=O)OCC)C(=O)OCC (diethyl azodicarboxylate), C(C)OC(=O)C1=C(NC(C(=C1)Br)=O)C(F)(F)F (5-Bromo-1,6-dihydro-6-oxo-2-(trifluoromethyl)-3-pyridinecarboxylic acid ethyl ester). The solvent is C1CCOC1 (THF). Conditions: temperature 0 celsius, time 16 hour. The product is C(C)OC(C1=C(N=C(C(=C1)Br)OCC1CC1)C(F)(F)F)=O (5-Bromo-6-cyclopropylmethoxy-2-trifluoromethyl-nicotinic Acid Ethyl Ester). As a reaction SMILES: [CH2:1]([O:3][C:4]([C:6]1[CH:11]=[C:10]([Br:12])[C:9](=[O:13])[NH:8][C:7]=1[C:14]([F:17])([F:16])[F:15])=[O:5])[CH3:2].O[CH2:19][CH:20]1[CH2:22][CH2:21]1.C1(P(C2C=CC=CC=2)C2C=CC=CC=2)C=CC=CC=1.N(C(OCC)=O)=NC(OCC)=O>C1COCC1>[CH2:1]([O:3][C:4](=[O:5])[C:6]1[CH:11]=[C:10]([Br:12])[C:9]([O:13][CH2:19][CH:20]2[CH2:22][CH2:21]2)=[N:8][C:7]=1[C:14]([F:17])([F:15])[F:16])[CH3:2]. Procedure: 5-Bromo-1,6-dihydro-6-oxo-2-(trifluoromethyl)-3-pyridinecarboxylic acid ethyl ester (CAN 862111-61-3) (1.3 g, 3.6 mmol) was dissolved in THF (15 mL). To the solution were added hydroxymethylcyclopropane (0.35 mL, 4.3 mmol), triphenylphosphine (1.1 g, 4.3 mmol) and diethyl azodicarboxylate (0.69 mL, 4.3 mmol) at 0° C. The mixture was stirred for 30 min at 0° C. and for 16 h at room temperature. The solvent was removed in vacuo and the residue was purified by chromatography on silica gel with dich... Starting materials: IC1=CC(=NN1)C(=O)OC (methyl 5-iodo-1H-pyrazole-3-carboxylate), IC1=CC(=NN1)C(=O)OC (methyl 5-iodo-1H-pyrazole-3-carboxylate), N (Ammonia). Solvent: CO (methanol). Conditions: temperature 60 celsius, time 8 hour. Product: IC1=CC(=NN1)C(=O)N (5-Iodo-1H-pyrazole-3-carboxamide). The yield is 95.0%. Reaction SMILES: [I:1][C:2]1[NH:6][N:5]=[C:4]([C:7]([O:9]C)=O)[CH:3]=1.[NH3:11]>CO>[I:1][C:2]1[NH:6][N:5]=[C:4]([C:7]([NH2:11])=[O:9])[CH:3]=1. Procedure details: Into a 100-mL round-bottom flask, was placed a solution of methyl 5-iodo-1H-pyrazole-3-carboxylate (compound 260.3, 900 mg, 3.57 mmol) in methanol (5 mL). Ammonia (25% aq.) (15 mL) was added and the resulting solution was stirred overnight at 60° C., then cooled and concentrated under reduced pressure to obtain the title compound as a white solid (0.8 g, 95%). Reactants: OC=CCC1=CC=NC=C1 (4-(3-hydroxyprop-2-en-1-yl)pyridine), S(=O)(Cl)Cl (thionyl chloride), ClC1=CC(=C(NC2=NC=NC3=CC(=C(C=C23)OC)O)C=C1)F (4-(4-chloro-2-fluoroanilino)-7-hydroxy-6-methoxyquinazoline), C([O-])([O-])=O.[K+].[K+] (potassium carbonate). The solvent is C1(=CC=CC=C1)C (toluene), CN(C)C=O (DMF). Run at time 2 hour. The product is ClC1=CC(=C(NC2=NC=NC3=CC(=C(C=C23)OC)OCC=CC2=CC=NC=C2)C=C1)F (4-(4-chloro-2-fluoroanilino)-6-methoxy-7-(3-(pyrid-4-yl)prop-2-en-1-yloxy)quinazoline). The yield is 2.6%. Reaction SMILES: [OH:1][CH:2]=[CH:3][CH2:4][C:5]1[CH:10]=[CH:9][N:8]=[CH:7][CH:6]=1.S(Cl)(Cl)=O.[Cl:15][C:16]1[CH:35]=[CH:34][C:19]([NH:20][C:21]2[C:30]3[C:25](=[CH:26][C:27](O)=[C:28]([O:31][CH3:32])[CH:29]=3)[N:24]=[CH:23][N:22]=2)=[C:18]([F:36])[CH:17]=1.C(=O)([O-])[O-].[K+].[K+]>C1(C)C=CC=CC=1.CN(C=O)C>[Cl:15][C:16]1[CH:35]=[CH:34][C:19]([NH:20][C:21]2[C:30]3[C:25](=[CH:26][C:27]([O:1][CH2:2][CH:3]=[CH:4][C:5]4[CH:10]=[CH:9][N:8]=[CH:7][CH:6]=4)=[C:28]([O:31][CH3:32])[CH:29]=3)[N:24]=[CH:23][N:22]=2)=[C:18]([F:36])[CH:17]=1 |f:3.4.5|. Procedure details: A mixture of 4-(3-hydroxyprop-2-en-1-yl)pyridine (180 mg, 1.3 mmol) and thionyl chloride (0.3 ml) in toluene (10 ml) was stirred at room temperature for 2 hours. The volatiles were removed by evaporation to give crude 4-(3-chloroprop-2-en-1-yl)pyridine hydrochloride (180 mg, 0.94 mmol)) This product was added to a mixture of 4-(4-chloro-2-fluoroanilino)-7-hydroxy-6-methoxyquinazoline (500 mg, 1.6 mmol) and potassium carbonate (500 mg, 4.9 mmol) in DMF (20 ml) and the mixture stirred at 100° C. f... Starting materials: C=CCBr, C1CCOC1, C[Si](C)(C)[N-][Si](C)(C)C, CCOC(=O)C(CC)N1C(=O)CCC(c2cccc(Cl)c2)C1c1ccc(Cl)cc1, [Li+]. The product is C=CCC1CC(c2cccc(Cl)c2)C(c2ccc(Cl)cc2)N(C(CC)C(=O)OCC)C1=O. As a reaction SMILES: [CH2:30]([CH:31]=[CH2:32])[Br:33].[CH2:44]1[O:45][CH2:46][CH2:47][CH2:48]1.[CH3:34][Si:35]([N-:36][Si:37]([CH3:38])([CH3:39])[CH3:40])([CH3:41])[CH3:42].[Cl:1][c:2]1[cH:3][c:4]([CH:8]2[CH:9]([c:23]3[cH:24][cH:25][c:26]([Cl:29])[cH:27][cH:28]3)[N:10]([CH:15]([C:16](=[O:17])[O:18][CH2:19][CH3:20])[CH2:21][CH3:22])[C:11](=[O:14])[CH2:12][CH2:13]2)[cH:5][cH:6][cH:7]1.[Li+:43]>>[Cl:1][c:2]1[cH:3][c:4]([CH:8]2[CH:9]([c:23]3[cH:24][cH:25][c:26]([Cl:29])[cH:27][cH:28]3)[N:10]([CH:15]([C:16](=[O:17])[O:18][CH2:19][CH3:20])[CH2:21][CH3:22])[C:11](=[O:14])[CH:12]([CH2:32][CH:31]=[CH2:30])[CH2:13]2)[cH:5][cH:6][cH:7]1.